Dataset: the Open Reaction Database (ORD), a public repository of structured organic reaction records. Task: describe an organic reaction: reactants, conditions, products, and yield Reactants: CCCCN1C(=O)NC(C)(O)C1=O, CC(=O)OC(C)=O, O=CO, Oc1ccc(O)cc1. Product: C=C1NC(=O)N(CCCC)C1=O. RXN SMILES: [CH2:1]([CH2:2][CH2:3][CH3:4])[N:5]1[C:6](=[O:13])[NH:7][C:8]([OH:11])([CH3:12])[C:9]1=[O:10].[CH3:25][C:26]([O:27][C:28](=[O:29])[CH3:30])=[O:31].[CH:14]([OH:15])=[O:16].[OH:17][c:18]1[cH:19][cH:20][c:21]([OH:22])[cH:23][cH:24]1>>[CH2:1]([CH2:2][CH2:3][CH3:4])[N:5]1[C:6](=[O:13])[NH:7][C:8](=[CH2:12])[C:9]1=[O:10]. Starting materials: CCCNC(=O)NS(=O)(=O)c1ccccc1-c1ccc(CNC(C#N)C(=O)OCC)cc1, CCCCC(=O)Cl, CC(C)=O, [K+], [K+], O=C([O-])[O-]. The product is CCCCC(=O)N(Cc1ccc(-c2ccccc2S(=O)(=O)NC(=O)NCCC)cc1)C(C#N)C(=O)OCC. RXN SMILES: [C:1](#[N:2])[CH:3]([C:4](=[O:5])[O:6][CH2:7][CH3:8])[NH:9][CH2:10][c:11]1[cH:12][cH:13][c:14](-[c:17]2[c:18]([S:23](=[O:24])(=[O:25])[NH:26][C:27](=[O:28])[NH:29][CH2:30][CH2:31][CH3:32])[cH:19][cH:20][cH:21][cH:22]2)[cH:15][cH:16]1.[C:39]([CH2:40][CH2:41][CH2:42][CH3:43])(=[O:44])[Cl:45].[CH3:46][C:47](=[O:48])[CH3:49].[K+:33].[K+:34].[O-:35][C:36]([O-:37])=[O:38]>>[C:1](#[N:2])[CH:3]([C:4](=[O:5])[O:6][CH2:7][CH3:8])[N:9]([CH2:10][c:11]1[cH:12][cH:13][c:14](-[c:17]2[c:18]([S:23](=[O:24])(=[O:25])[NH:26][C:27](=[O:28])[NH:29][CH2:30][CH2:31][CH3:32])[cH:19][cH:20][cH:21][cH:22]2)[cH:15][cH:16]1)[C:39]([CH2:40][CH2:41][CH2:42][CH3:43])=[O:44]. Reactants: C(C)(=O)OC(C)=O (acetic anhydride), S(=O)(=O)=O (sulfur trioxide), S(=O)(=O)=O (sulfur trioxide), C1=CC=CC=C1 (benzene), C1=CC=CC=C1 (benzene), C1=CC=CC=C1 (benzene), sulfone, S(=O)(=O)=O (sulfur trioxide), trioxide. Reaction conditions: temperature 40 celsius. Yields the product C1(=CC=CC=C1)S(=O)(=O)O (benzene sulfonic acid). The yield is 98.0%. RXN SMILES: C(OC(=O)C)(=O)C.[S:8](=[O:11])(=[O:10])=[O:9].[CH:12]1[CH:17]=[CH:16][CH:15]=[CH:14][CH:13]=1>>[C:12]1([S:8]([OH:11])(=[O:10])=[O:9])[CH:17]=[CH:16][CH:15]=[CH:14][CH:13]=1. Reported procedure: Mono-sulfonation of benzene was carried out in the apparatus of FIG. 1. Dry benzene (390 g., 5 gram molecules) was placed in the three-necked reaction flask (1 litre capacity) together with acetic anhydride (1 g) which was added to suppress sulfone formation. The reaction flask was heated to 40°C and the pressure gradually reduced until the benzene refluxed vigorously at 400 mm Hg. The sulfur trioxide generator was charged with liquid, stabilized sulfur trioxide (200 g, 2.5 gram molecules) and t... Reactants: CN(C)C=O (DMF), BrC1=C(C=C(C(=C1)F)Br)C (2,5-dibromo-4-fluorotoluene), C(CC(O)(C(=O)O)CC(=O)O)(=O)O (citric acid), [Li]CCCC (n-BuLi). Run in C1(=CC=CC=C1)C (toluene), C1(=CC=CC=C1)C (toluene), C1CCOC1 (THF), CCCCCCC (heptane). Conditions: time 15 minute. The product is BrC1=CC(=C(C=O)C=C1C)F (4-bromo-2-fluoro-5-methyl-benzaldehyde). Isolated yield 88.0%. Reaction SMILES: [Li]CCCC.[Br:6][C:7]1[CH:12]=[C:11]([F:13])[C:10](Br)=[CH:9][C:8]=1[CH3:15].CN([CH:19]=[O:20])C.C(O)(=O)CC(CC(O)=O)(C(O)=O)O>CCCCCCC.C1(C)C=CC=CC=1.C1COCC1>[Br:6][C:7]1[C:8]([CH3:15])=[CH:9][C:10]([CH:19]=[O:20])=[C:11]([F:13])[CH:12]=1. Procedure details: n-BuLi (5.0 ml, 8.0 mmol, 1.6 M in hexane) was added dropwise to a solution of n-Bu2Mg (8.0 ml, 8.0 mmol, 1.0 M in heptane) at room temperature for 10 minutes. The mixture was stirred at room temperature for 15 minutes and then cooled to −10±2° C. A solution of 2,5-dibromo-4-fluorotoluene (5.466 g, 19.59 mmol) in toluene (30 ml)-THF (6 ml) was added dropwise to this mixed reaction solution over 30 minutes, and the mixture was then stirred at 0° C. for one hour. The reaction mixture was added dro... Starting materials: I(=O)(=O)(=O)[O-].[Na+] (Sodium metaperiodate), II (iodine), ClC1=CC=C(C=C1)CCC(=O)OC (methyl 3-(4-chlorophenyl)propanoate). Run in S(O)(O)(=O)=O (sulfuric acid), S(O)(O)(=O)=O (sulfuric acid). Conditions: time 30 minute. The product is ClC1=C(C=C(C=C1)CCC(=O)OC)I (methyl 3-(4-chloro-3-iodophenyl)propanoate). RXN SMILES: I([O-])(=O)(=O)=O.[Na+].[I:7]I.[Cl:9][C:10]1[CH:15]=[CH:14][C:13]([CH2:16][CH2:17][C:18]([O:20][CH3:21])=[O:19])=[CH:12][CH:11]=1>S(=O)(=O)(O)O>[Cl:9][C:10]1[CH:11]=[CH:12][C:13]([CH2:16][CH2:17][C:18]([O:20][CH3:21])=[O:19])=[CH:14][C:15]=1[I:7] |f:0.1|. Procedure details: Sodium metaperiodate (0.240 g, 1.121 mmol) was slowly added to a solution of iodine (0.846 g, 3.33 mmol) in sulfuric acid (21.1 ml). This was stirred at room temperature for 30 minutes. This dark brown iodinating solution was then slowly added to a solution of methyl 3-(4-chlorophenyl)propanoate (1.40 g, 7.05 mmol) in sulfuric acid (7.04 ml) (pre-cooled to 0° C.) taking care not to let the temperature rise above 30° C. This was stirred for 50 min. further, and then the reaction was quenched by p... Reactants: FC1=C(C=C(C=C1)B(O)O)C1=NC=CC=C1F (4-Fluoro-3-(3-fluoropyridin-2-yl)phenylboronic acid), BrC1=CN=C2N1C=CC(=N2)C(F)(F)F (3-bromo-7-trifluoromethylimidazo[1,2-α]pyrimidine). The product is FC1=C(C=C(C=C1)C1=CN=C2N1C=CC(=N2)C(F)(F)F)C2=NC=CC=C2F (3-[4-fluoro-3-(3-fluoropyridin-2-yl)phenyl]-7-trifluoromethylimidazo[1,2-α]pyrimidine). RXN SMILES: [F:1][C:2]1[CH:7]=[CH:6][C:5](B(O)O)=[CH:4][C:3]=1[C:11]1[C:16]([F:17])=[CH:15][CH:14]=[CH:13][N:12]=1.Br[C:19]1[N:23]2[CH:24]=[CH:25][C:26]([C:28]([F:31])([F:30])[F:29])=[N:27][C:22]2=[N:21][CH:20]=1>>[F:1][C:2]1[CH:7]=[CH:6][C:5]([C:19]2[N:23]3[CH:24]=[CH:25][C:26]([C:28]([F:29])([F:30])[F:31])=[N:27][C:22]3=[N:21][CH:20]=2)=[CH:4][C:3]=1[C:11]1[C:16]([F:17])=[CH:15][CH:14]=[CH:13][N:12]=1. Reported procedure: 4-Fluoro-3-(3-fluoropyridin-2-yl)phenylboronic acid was coupled with 3-bromo-7-trifluoromethylimidazo[1,2-α]pyrimidine by the method of Example 78. Purification by chromatography on silica gel eluting with dichloromethane containing 3.5% methanol and crystallisation from methanol gave 3-[4-fluoro-3-(3-fluoropyridin-2-yl)phenyl]-7-trifluoromethylimidazo[1,2-α]pyrimidine: δH (400 MHz, DMSO) 9.28 (1H, d, J 7), 8.61 (1H, m), 8.31 (1H, s), 7.90-7.99 (3H, m), 7.62 (2H, m), 7.52 (1H, d, J 7); m/z (ES+)... Starting materials: C(CCCCC)NC=1SC=C(N1)C1=CC=CC=C1 (N-hexyl-4-phenyl-1,3-thiazol-2-amine), [H-].[Na+] (sodium hydride), Cl (hydrochloric acid), ClCC1=CC=C(COC2=CC=C(C=C2)CCC(=O)OC)C=C1 (Methyl 3-(4-{[4-(chloromethyl)benzyl]oxy}phenyl)propanoate). The solvent is CN(C=O)C (N,N-dimethylformamide). Run at time 30 minute. Product: C(CCCCC)N(C=1SC=C(N1)C1=CC=CC=C1)CC1=CC=C(COC2=CC=C(C=C2)CCC(=O)OC)C=C1 (methyl 3-{4-[(4-{[hexyl(4-phenyl-1,3-thiazol-2-yl)amino]methyl}benzyl)oxy]phenyl}propanoate). Yield: 48.0%. As a reaction SMILES: [CH2:1]([NH:7][C:8]1[S:9][CH:10]=[C:11]([C:13]2[CH:18]=[CH:17][CH:16]=[CH:15][CH:14]=2)[N:12]=1)[CH2:2][CH2:3][CH2:4][CH2:5][CH3:6].[H-].[Na+].Cl[CH2:22][C:23]1[CH:42]=[CH:41][C:26]([CH2:27][O:28][C:29]2[CH:34]=[CH:33][C:32]([CH2:35][CH2:36][C:37]([O:39][CH3:40])=[O:38])=[CH:31][CH:30]=2)=[CH:25][CH:24]=1.Cl>CN(C)C=O>[CH2:1]([N:7]([CH2:22][C:23]1[CH:42]=[CH:41][C:26]([CH2:27][O:28][C:29]2[CH:34]=[CH:33][C:32]([CH2:35][CH2:36][C:37]([O:39][CH3:40])=[O:38])=[CH:31][CH:30]=2)=[CH:25][CH:24]=1)[C:8]1[S:9][CH:10]=[C:11]([C:13]2[CH:18]=[CH:17][CH:16]=[CH:15][CH:14]=2)[N:12]=1)[CH2:2][CH2:3][CH2:4][CH2:5][CH3:6] |f:1.2|. Procedure details: To a solution of N-hexyl-4-phenyl-1,3-thiazol-2-amine (390 mg) in N,N-dimethylformamide (1.0 mL) was added sodium hydride (60%, oil, 50 mg) at room temperature and the mixture was stirred at room temperature for 30 min. Methyl 3-(4-{[4-(chloromethyl)benzyl]oxy}phenyl)propanoate (318 mg) was added to the reaction mixture and the mixture was stirred at room temperature for 1 hr. The reaction mixture was poured into 1N aqueous hydrochloric acid, and the mixture was extracted with ethyl acetate. The...